Task: describe an organic reaction: reactants, conditions, products, and yield. Dataset: the Open Reaction Database (ORD), a public repository of structured organic reaction records RXN SMILES: [C:42](=[O:43])([OH:44])[O-:45].[CH2:47]([Cl:48])[Cl:49].[CH3:12][N:13]([CH3:14])[CH2:15][CH2:16][CH2:17][N:18]=[C:19]=[N:20][CH2:21][CH3:22].[F:1][C:2]1([F:11])[CH2:3][CH2:4][CH:5]([C:8](=[O:9])[OH:10])[CH2:6][CH2:7]1.[Na+:46].[OH:23][n:24]1[c:25]2[cH:26][cH:27][cH:28][cH:29][c:30]2[n:31][n:32]1.[c:33]1([CH2:39][CH2:40][NH2:41])[cH:34][cH:35][cH:36][cH:37][cH:38]1>>[F:1][C:2]1([F:11])[CH2:3][CH2:4][CH:5]([C:8](=[O:10])[NH:41][CH2:40][CH2:39][c:33]2[cH:34][cH:35][cH:36][cH:37][cH:38]2)[CH2:6][CH2:7]1. Reactants: O=C([O-])O, ClCCl, CCN=C=NCCCN(C)C, O=C(O)C1CCC(F)(F)CC1, [Na+], On1nnc2ccccc21, NCCc1ccccc1. The product is O=C(NCCc1ccccc1)C1CCC(F)(F)CC1. As a reaction SMILES: C([O:3][C:4]([C:6]1[NH:7][C:8]2[C:13]([CH:14]=1)=[CH:12][C:11]([C:15]1[CH:20]=[CH:19][C:18]([C:21]([CH3:24])([CH3:23])[CH3:22])=[CH:17][CH:16]=1)=[CH:10][CH:9]=2)=[O:5])C.[N:25]1[C:34]2[C:29](=[CH:30][CH:31]=[CH:32][CH:33]=2)[CH:28]=[C:27](B(O)O)[CH:26]=1>>[C:21]([C:18]1[CH:17]=[CH:16][C:15]([C:11]2[CH:12]=[C:13]3[C:8](=[CH:9][CH:10]=2)[N:7]([C:27]2[CH:26]=[N:25][C:34]4[C:29]([CH:28]=2)=[CH:30][CH:31]=[CH:32][CH:33]=4)[C:6]([C:4]([OH:5])=[O:3])=[CH:14]3)=[CH:20][CH:19]=1)([CH3:24])([CH3:22])[CH3:23]. Yields the product C(C)(C)(C)C1=CC=C(C=C1)C=1C=C2C=C(N(C2=CC1)C=1C=NC2=CC=CC=C2C1)C(=O)O (5-(4-tert-Butylphenyl)-1-quinolin-3-yl-1H-indole-2-carboxylic acid). Reactants: C(C)OC(=O)C=1NC2=CC=C(C=C2C1)C1=CC=C(C=C1)C(C)(C)C (5-(4-tert-butylphenyl)indole-2-carboxylic acid ethyl ester), N1=CC(=CC2=CC=CC=C12)B(O)O (quinoline-3-boronic acid), ester. Reported procedure: The title compound was prepared in accordance with Example 8(c) from 5-(4-tert-butylphenyl)indole-2-carboxylic acid ethyl ester (see Example 1(a)) and quinoline-3-boronic acid , followed by ester hydrolysis in accordance with the procedure described in Example 35, Method 3, step (b).